This data is from the Open Reaction Database (ORD), a public repository of structured organic reaction records. The task is: describe an organic reaction: reactants, conditions, products, and yield Starting materials: C(C)OC(CCCOC1=C(C(=CC=C1)CCCCCCOC1=CC(=CC(=C1)C1=CC=NC=C1)C1=CC=NC=C1)CCC(=O)OCC)=O (4-{3-[6-(3,5-di-pyridin-4-yl-phenoxy)-hexyl]-2-(2-ethoxycarbonyl-ethyl)-phenoxy}-butyric acid ethyl ester), [OH-].[Na+] (sodium hydroxide). The solvent is C(C)O (ethanol). Conditions: temperature 52.5 celsius, time 3 hour. Yields the product C(=O)(O)CCC1=C(OCCCC(=O)O)C=CC=C1CCCCCCOC1=CC(=CC(=C1)C1=CC=NC=C1)C1=CC=NC=C1 (4-{2-(2-carboxy-ethyl)-3-[6-(3,5-di-pyridin-4-yl-phenoxy)-hexyl]-phenoxy}-butyric acid). Isolated yield 100.7%. As a reaction SMILES: C([O:3][C:4](=[O:47])[CH2:5][CH2:6][CH2:7][O:8][C:9]1[CH:14]=[CH:13][CH:12]=[C:11]([CH2:15][CH2:16][CH2:17][CH2:18][CH2:19][CH2:20][O:21][C:22]2[CH:27]=[C:26]([C:28]3[CH:33]=[CH:32][N:31]=[CH:30][CH:29]=3)[CH:25]=[C:24]([C:34]3[CH:39]=[CH:38][N:37]=[CH:36][CH:35]=3)[CH:23]=2)[C:10]=1[CH2:40][CH2:41][C:42]([O:44]CC)=[O:43])C.[OH-].[Na+]>C(O)C>[C:42]([CH2:41][CH2:40][C:10]1[C:11]([CH2:15][CH2:16][CH2:17][CH2:18][CH2:19][CH2:20][O:21][C:22]2[CH:27]=[C:26]([C:28]3[CH:29]=[CH:30][N:31]=[CH:32][CH:33]=3)[CH:25]=[C:24]([C:34]3[CH:35]=[CH:36][N:37]=[CH:38][CH:39]=3)[CH:23]=2)=[CH:12][CH:13]=[CH:14][C:9]=1[O:8][CH2:7][CH2:6][CH2:5][C:4]([OH:47])=[O:3])([OH:44])=[O:43] |f:1.2|. Procedure details: To a solution of 4-{3-[6-(3,5-di-pyridin-4-yl-phenoxy)-hexyl]-2-(2-ethoxycarbonyl-ethyl)-phenoxy}-butyric acid ethyl ester (195 mg, 0.3 mmol) in ethanol (10 mL) was added aqueous 1.0 N sodium hydroxide (8 mL) at room temperature. The mixture was heated to 50-55° C. and the resulting solution was stirred for 3 h. Then, the reaction mixture was concentrated and the residue was diluted with water (20 mL) and extracted with diethyl ether (50 mL) to remove any neutral impurities. The aqueous layer wa... Starting materials: COC1CCC(OC)O1, [H-], [Na+], COP([O-])OC, O=P(O)(O)C1CCC(P(=O)(O)O)O1. Yields the product COC1CCC(P(=O)(O)O)O1. Reaction SMILES: [CH3:22][O:23][CH:24]1[CH2:25][CH2:26][CH:27]([O:28][CH3:29])[O:30]1.[H-:20].[Na+:21].[P:14]([O:15][CH3:16])([O-:17])[O:18][CH3:19].[P:1](=[O:2])([OH:3])([OH:4])[CH:5]1[O:6][CH:7]([P:10]([OH:11])([OH:12])=[O:13])[CH2:8][CH2:9]1>>[P:1](=[O:2])([OH:3])([OH:4])[CH:5]1[O:6][CH:7]([O:15][CH3:16])[CH2:8][CH2:9]1. Starting materials: O=C([O-])[O-], c1ccc(CN2CCNCC2)cc1, CN(C)C=O, O=[N+]([O-])c1ccc(Cl)cc1, [K+], [K+], O. Yields the product O=[N+]([O-])c1ccc(N2CCN(Cc3ccccc3)CC2)cc1. RXN SMILES: [C:14](=[O:15])([O-:16])[O-:17].[CH2:1]([c:2]1[cH:3][cH:4][cH:5][cH:6][cH:7]1)[N:8]1[CH2:9][CH2:10][NH:11][CH2:12][CH2:13]1.[CH3:31][N:32]([CH3:33])[CH:34]=[O:35].[Cl:20][c:21]1[cH:22][cH:23][c:24]([N+:27](=[O:28])[O-:29])[cH:25][cH:26]1.[K+:18].[K+:19].[OH2:30]>>[CH2:1]([c:2]1[cH:3][cH:4][cH:5][cH:6][cH:7]1)[N:8]1[CH2:9][CH2:10][N:11]([c:21]2[cH:22][cH:23][c:24]([N+:27](=[O:28])[O-:29])[cH:25][cH:26]2)[CH2:12][CH2:13]1. The product is COC(COc1cccc(C=Cc2cccc[n+]2C)c1)OC, [I-]. Reactants: C1CCNCC1, COC(COc1cccc(C=O)c1)OC, Cc1cccc[n+]1C, CO, [I-]. Reaction SMILES: [CH2:25]1[CH2:26][CH2:27][NH:28][CH2:29][CH2:30]1.[CH3:10][O:11][CH:12]([CH2:13][O:14][c:15]1[cH:16][c:17]([CH:18]=[O:19])[cH:20][cH:21][cH:22]1)[O:23][CH3:24].[CH3:2][n+:3]1[c:4]([CH3:9])[cH:5][cH:6][cH:7][cH:8]1.[CH3:31][OH:32].[I-:1]>>[CH3:2][n+:3]1[c:4]([CH:9]=[CH:18][c:17]2[cH:16][c:15]([O:14][CH2:13][CH:12]([O:11][CH3:10])[O:23][CH3:24])[cH:22][cH:21][cH:20]2)[cH:5][cH:6][cH:7][cH:8]1.[I-:1].